This data is from the Open Reaction Database (ORD), a public repository of structured organic reaction records. The task is: describe an organic reaction: reactants, conditions, products, and yield Procedure details: The title compound was prepared from (+/−)-dimethylsulfamic acid methyl-{1-[7-chloro-thieno[3,2-b]pyridine-2-carbonyl]-pyrrolidin-3-yl}-amide and 2-methyl-1H-indol-5-ylamine by a procedure analogous to Example 1C. MS: 513 (MH+); HPLC Rf: 4.76 min.; HPLC purity 92%. Starting materials: CN(S(N(C)C)(=O)=O)C1CN(CC1)C(=O)C1=CC2=NC=CC(=C2S1)Cl ((+/−)-dimethylsulfamic acid methyl-{1-[7-chloro-thieno[3,2-b]pyridine-2-carbonyl]-pyrrolidin-3-yl}-amide), CC=1NC2=CC=C(C=C2C1)N (2-methyl-1H-indol-5-ylamine). Product: CN(S(N(C)C)(=O)=O)C1CN(CC1)C(=O)C1=CC2=NC=CC(=C2S1)NC=1C=C2C=C(NC2=CC1)C ((+/−)-Dimethylsulfamic acid methyl{1-[7-(2-methyl-1H-indol-5-ylamino)-thieno[3,2-b]pyridine-2-carbonyl]-pyrrolidin-3-yl}-amide). As a reaction SMILES: [CH3:1][N:2]([CH:9]1[CH2:13][CH2:12][N:11]([C:14]([C:16]2[S:24][C:23]3[C:18](=[N:19][CH:20]=[CH:21][C:22]=3Cl)[CH:17]=2)=[O:15])[CH2:10]1)[S:3](=[O:8])(=[O:7])[N:4]([CH3:6])[CH3:5].[CH3:26][C:27]1[NH:28][C:29]2[C:34]([CH:35]=1)=[CH:33][C:32]([NH2:36])=[CH:31][CH:30]=2>>[CH3:1][N:2]([CH:9]1[CH2:13][CH2:12][N:11]([C:14]([C:16]2[S:24][C:23]3[C:18](=[N:19][CH:20]=[CH:21][C:22]=3[NH:36][C:32]3[CH:33]=[C:34]4[C:29](=[CH:30][CH:31]=3)[NH:28][C:27]([CH3:26])=[CH:35]4)[CH:17]=2)=[O:15])[CH2:10]1)[S:3](=[O:8])(=[O:7])[N:4]([CH3:6])[CH3:5]. The reactants are NC1=NC=C(C=C1S(=O)CCC(C)(O)C)Br (4-[(2-amino-5-bromopyridin-3-yl)sulfinyl]-2-methylbutan-2-ol), CC1(CC=2C(=NC=NC2CC1)N1CCOC2=C(C1)C=C(C=C2)B(O)O)C ([4-(6,6-dimethyl-5,6,7,8-tetrahydroquinazolin-4-yl)-2,3,4,5-tetrahydro-1,4-benzoxazepin-7-yl]boronic acid). Yields the product NC1=NC=C(C=C1S(=O)CCC(C)(O)C)C=1C=CC2=C(CN(CCO2)C2=NC=NC=3CCC(CC23)(C)C)C1 (4-({2-amino-5-[4-(6,6-dimethyl-5,6,7,8-tetrahydroquinazolin-4-yl)-2,3,4,5-tetrahydro-1,4-benzoxazepin-7-yl]pyridin-3-yl}sulfinyl)-2-methylbutan-2-ol). As a reaction SMILES: [NH2:1][C:2]1[C:7]([S:8]([CH2:10][CH2:11][C:12]([CH3:15])([OH:14])[CH3:13])=[O:9])=[CH:6][C:5](Br)=[CH:4][N:3]=1.[CH3:17][C:18]1([CH3:42])[CH2:27][CH2:26][C:25]2[N:24]=[CH:23][N:22]=[C:21]([N:28]3[CH2:34][C:33]4[CH:35]=[C:36](B(O)O)[CH:37]=[CH:38][C:32]=4[O:31][CH2:30][CH2:29]3)[C:20]=2[CH2:19]1>>[NH2:1][C:2]1[C:7]([S:8]([CH2:10][CH2:11][C:12]([CH3:15])([OH:14])[CH3:13])=[O:9])=[CH:6][C:5]([C:36]2[CH:37]=[CH:38][C:32]3[O:31][CH2:30][CH2:29][N:28]([C:21]4[C:20]5[CH2:19][C:18]([CH3:17])([CH3:42])[CH2:27][CH2:26][C:25]=5[N:24]=[CH:23][N:22]=4)[CH2:34][C:33]=3[CH:35]=2)=[CH:4][N:3]=1. Procedure details: Prepared according to the method of example 5 by using 4-[(2-amino-5-bromopyridin-3-yl)sulfinyl]-2-methylbutan-2-ol (reagent preparation 41) and [4-(6,6-dimethyl-5,6,7,8-tetrahydroquinazolin-4-yl)-2,3,4,5-tetrahydro-1,4-benzoxazepin-7-yl]boronic acid (reagent preparation 23) in step 1. 1H NMR (400 MHz, Methanol-d4): 8.40 (s, 1H), 8.34 (s, 1H), 8.03 (s, 1H), 7.51 (s, 1H), 7.42 (d, 1H), 7.05 (d, 1H), 4.68 (s, 2H), 4.33 (m, 2H), 3.94 (m, 2H), 3.20 (m, 2H), 2.79 (t, 2H), 2.47 (s, 2H), 1.80 (m, 2H), ... Reactants: Cl (hydrochloric acid), ClC1=CC=C(C=C1)C(CCC(=O)OCC)C1=CNC2=C(C=CC=C12)CSC (Ethyl 4-(4-chlorophenyl)-4-{7-[(methylsulfanyl)methyl]-1H-indol-3-yl}butanoate), solution, [H-].[Al+3].[Li+].[H-].[H-].[H-] (lithium aluminum hydride). Solvent: O1CCCC1 (tetrahydrofuran), O1CCCC1 (tetrahydrofuran), O1CCCC1 (tetrahydrofuran). Reaction conditions: time 15 minute. Yields the product ClC1=CC=C(C=C1)C(CCCO)C1=CNC2=C(C=CC=C12)CSC (4-(4-Chlorophenyl)-4-{7-[(methylsulfanyl)methyl]-1H-indol-3-yl}butan-1-ol). RXN SMILES: [Cl:1][C:2]1[CH:7]=[CH:6][C:5]([CH:8]([C:16]2[C:24]3[C:19](=[C:20]([CH2:25][S:26][CH3:27])[CH:21]=[CH:22][CH:23]=3)[NH:18][CH:17]=2)[CH2:9][CH2:10][C:11](OCC)=[O:12])=[CH:4][CH:3]=1.[H-].[Al+3].[Li+].[H-].[H-].[H-].Cl>O1CCCC1>[Cl:1][C:2]1[CH:3]=[CH:4][C:5]([CH:8]([C:16]2[C:24]3[C:19](=[C:20]([CH2:25][S:26][CH3:27])[CH:21]=[CH:22][CH:23]=3)[NH:18][CH:17]=2)[CH2:9][CH2:10][CH2:11][OH:12])=[CH:6][CH:7]=1 |f:1.2.3.4.5.6|. Procedure: A solution of 420 mg (1.05 mmol) of the compound from Example 46A in 10 ml of tetrahydrofuran was added dropwise to 3.7 ml (3.7 mmol) of a 1N solution of lithium aluminum hydride in tetrahydrofuran under argon in 20 ml of tetrahydrofuran at RT. The mixture was stirred at RT for 15 min and then, while cooling in ice, 1N hydrochloric acid was added. The mixture was extracted with ethyl acetate, and the organic phase was dried over magnesium sulfate, filtered and concentrated. The residue was purif... Reactants: [OH-].[Na+] (sodium hydroxide), OC1=CC=C(C(=O)O)C=C1 (4-hydroxybenzoic acid), CC(C)([O-])C.[K+] (potassium tert.-butoxide), C(C1=CC=CC=C1)Br (Benzyl bromide). The solvent is O (water), CN(C)C=O (DMF). Conditions: time 1 hour. Product: C(C1=CC=CC=C1)OC1=CC=C(C(=O)O)C=C1 (4-benzyloxybenzoic acid). As a reaction SMILES: [OH:1][C:2]1[CH:10]=[CH:9][C:5]([C:6]([OH:8])=[O:7])=[CH:4][CH:3]=1.CC(C)([O-])C.[K+].[CH2:17](Br)[C:18]1[CH:23]=[CH:22][CH:21]=[CH:20][CH:19]=1.[OH-].[Na+]>CN(C=O)C.O>[CH2:17]([O:1][C:2]1[CH:10]=[CH:9][C:5]([C:6]([OH:8])=[O:7])=[CH:4][CH:3]=1)[C:18]1[CH:23]=[CH:22][CH:21]=[CH:20][CH:19]=1 |f:1.2,4.5|. Reported procedure: To a solution of 4-hydroxybenzoic acid (6.9 g, 50 mmole) in 150 ml DMF was added potassium tert.-butoxide (12.34 g, 110 mmole) and the mixture was stirred at room temperature for one hour. Benzyl bromide (20.5 g, 120 mmole) was added and the mixture was stirred for two days at room temperature. The mixture was evaporated under reduced pressure and 100 ml 1,4-dioxane and a solution of sodium hydroxide (6.0 g, 150 mmole)in 50 ml water was added. The mixture was refluxed for two hours, cooled and e... The reactants are BrCc1ccccc1, Cc1nc(S)cc2cnnn12, [Na+], [OH-], O. Yields the product Cc1nc(SCc2ccccc2)cc2cnnn12. Reaction SMILES: [Br:12][CH2:13][c:14]1[cH:15][cH:16][cH:17][cH:18][cH:19]1.[CH3:1][c:2]1[n:3][c:4]([SH:11])[cH:5][c:6]2[n:7]1[n:8][n:9][cH:10]2.[Na+:21].[OH-:20].[OH2:22]>>[CH3:1][c:2]1[n:3][c:4]([S:11][CH2:13][c:14]2[cH:15][cH:16][cH:17][cH:18][cH:19]2)[cH:5][c:6]2[n:7]1[n:8][n:9][cH:10]2. The reactants are [Cl-].[NH4+] (ammonium chloride), BrC=C(C)C (1-bromo-2-methylprop-1-ene), [Mg] (magnesium), CC=1C(=NC=CC1)C(=O)C1=C(C=CC=C1)OC (2-methoxyphenyl 3-methyl-2-pyridyl ketone). Solvent: O1CCCC1 (tetrahydrofuran). Conditions: time 4 hour. The product is COC1=C(C=CC=C1)C(C=C(C)C)(O)C1=NC=CC=C1C (1-(2-methoxyphenyl)-3-methyl-1-(3-methyl-2-pyridyl)-2-buten-1-ol). The yield is 59.4%. As a reaction SMILES: Br[CH:2]=[C:3]([CH3:5])[CH3:4].[Mg].[CH3:7][C:8]1[C:9]([C:14]([C:16]2[CH:21]=[CH:20][CH:19]=[CH:18][C:17]=2[O:22][CH3:23])=[O:15])=[N:10][CH:11]=[CH:12][CH:13]=1.[Cl-].[NH4+]>O1CCCC1>[CH3:23][O:22][C:17]1[CH:18]=[CH:19][CH:20]=[CH:21][C:16]=1[C:14]([C:9]1[C:8]([CH3:7])=[CH:13][CH:12]=[CH:11][N:10]=1)([OH:15])[CH:2]=[C:3]([CH3:5])[CH3:4] |f:3.4|. Reported procedure: 9.23 g of 1-bromo-2-methylprop-1-ene were added dropwise to 2.5 g of magnesium turnings covered with tetrahydrofuran while heating. 7.76 g of 2-methoxyphenyl 3-methyl-2-pyridyl ketone were added while heating to reflux. After 4 hours the mixture was allowed to cool to room temperature. Saturated ammonium chloride solution was added and the resulting mixture was extracted with diethyl ether. The organic extract was dried over sodium sulphate and evaporated. The residue was chromatographed on sili... The reactants are Cl.CN(CCCN=C=NCC)C (N-(3-Dimethylaminopropyl)-N′-ethylcarbodiimide hydrochloride), O.ON1N=NC2=C1C=CC=C2 (1-hydroxybenzotriazole hydrate), FC1=CC=C(C=C1)C1=NN(C=C1)C1=C(C(=O)O)C=CC=N1 (2-(3-(4-fluorophenyl)-1H-pyrazol-1-yl)nicotinic acid), [Cl-].C(C)OC(C(C(CC1=CC=CC=C1)[NH3+])O)=O (4-ethoxy-3-hydroxy-4-oxo-1-phenylbutan-2-aminium chloride). The solvent is ClCCl (dichloromethane), C(C)N(CC)CC (triethylamine), CCN(CC)CC (Et3N), COC(C)(C)C (methyl-tert.butylether). Run at temperature 5 celsius, time 5 minute. Product: FC1=CC=C(C=C1)C1=NN(C=C1)C1=C(C(=O)NC(C(C(=O)OCC)O)CC2=CC=CC=C2)C=CC=N1 (Ethyl 3-(2-(3-(4-fluorophenyl)-1H-pyrazol-1-yl)nicotinamido)-2-hydroxy-4-phenylbutanoate). Isolated yield 69.4%. As a reaction SMILES: Cl.CN(C)CCCN=C=NCC.O.ON1C2C=CC=CC=2N=N1.[F:24][C:25]1[CH:30]=[CH:29][C:28]([C:31]2[CH:35]=[CH:34][N:33]([C:36]3[N:44]=[CH:43][CH:42]=[CH:41][C:37]=3[C:38]([OH:40])=O)[N:32]=2)=[CH:27][CH:26]=1.[Cl-].[CH2:46]([O:48][C:49](=[O:61])[CH:50]([OH:60])[CH:51]([NH3+:59])[CH2:52][C:53]1[CH:58]=[CH:57][CH:56]=[CH:55][CH:54]=1)[CH3:47]>ClCCl.COC(C)(C)C.CCN(CC)CC>[F:24][C:25]1[CH:26]=[CH:27][C:28]([C:31]2[CH:35]=[CH:34][N:33]([C:36]3[N:44]=[CH:43][CH:42]=[CH:41][C:37]=3[C:38]([NH:59][CH:51]([CH2:52][C:53]3[CH:54]=[CH:55][CH:56]=[CH:57][CH:58]=3)[CH:50]([OH:60])[C:49]([O:48][CH2:46][CH3:47])=[O:61])=[O:40])[N:32]=2)=[CH:29][CH:30]=1 |f:0.1,2.3,5.6|. Procedure: N-(3-Dimethylaminopropyl)-N′-ethylcarbodiimide hydrochloride (EDC) (4.47 g, 23.3 mmol), 1-hydroxybenzotriazole hydrate (HOBt) (3.57 g, 23.3 mmol) and triethylamine (Et3N) (4.5 ml, 32.3 mmol) were successively added to a solution of 2-(3-(4-fluorophenyl)-1H-pyrazol-1-yl)nicotinic acid (6.0 g, 21.8 mmol) and 4-ethoxy-3-hydroxy-4-oxo-1-phenylbutan-2-aminium chloride (6.60 g, 25.4 mmol) in dichloromethane (300 ml) at 5° C., and the mixture was stirred at 5° C. for about 5 minutes. A pH of 10 was adj...